The task is: describe an organic reaction: reactants, conditions, products, and yield. This data is from the Open Reaction Database (ORD), a public repository of structured organic reaction records. The reactants are BrC=1C(=CC2=C(C=3N(CCO2)C(=C(N3)C(=O)O)C(C3=CC(=CC=C3)C(F)(F)F)O)C1)F (10-bromo-9-fluoro-3-(hydroxy(3-(trifluoromethyl)phenyl)methyl)-5,6-dihydrobenzo[f]imidazo[1,2-d][1,4]oxazepine-2-carboxylic acid), BrC=1C(=CC2=C(C=3N(CCO2)C(=C(N3)C(=O)OC)C(O)C3=CC(=CC(=C3)F)F)C1)F (Methyl 10-bromo-3-((3,5-difluorophenyl)(hydroxy)methyl)-9-fluoro-5,6-dihydrobenzo[f]imidazo[1,2-d][1,4]oxazepine-2-carboxylate), [OH-].[Li+] (lithium hydroxide). Product: BrC=1C(=CC2=C(C=3N(CCO2)C(=C(N3)C(=O)O)C(O)C3=CC(=CC(=C3)F)F)C1)F ((±)-10-bromo-3-((3,5-difluorophenyl)(hydroxy)methyl)-9-fluoro-5,6-dihydrobenzo[f]imidazo[1,2-d][1,4]oxazepine-2-carboxylic acid). Reaction SMILES: BrC1C(F)=CC2OCCN3C(C(O)C4C=CC=C(C(F)(F)F)C=4)=C(C(O)=O)N=C3C=2C=1.[Br:32][C:33]1[C:34]([F:61])=[CH:35][C:36]2[O:42][CH2:41][CH2:40][N:39]3[C:43]([CH:50]([C:52]4[CH:57]=[C:56]([F:58])[CH:55]=[C:54]([F:59])[CH:53]=4)[OH:51])=[C:44]([C:46]([O:48]C)=[O:47])[N:45]=[C:38]3[C:37]=2[CH:60]=1.[OH-].[Li+]>>[Br:32][C:33]1[C:34]([F:61])=[CH:35][C:36]2[O:42][CH2:41][CH2:40][N:39]3[C:43]([CH:50]([C:52]4[CH:57]=[C:56]([F:58])[CH:55]=[C:54]([F:59])[CH:53]=4)[OH:51])=[C:44]([C:46]([OH:48])=[O:47])[N:45]=[C:38]3[C:37]=2[CH:60]=1 |f:2.3|. Procedure: 10-bromo-3-((3,5-difluorophenyl)(hydroxy)methyl)-9-fluoro-5,6-dihydrobenzo[f]imidazo[1,2-d][1,4]oxazepine-2-carboxylic acid was prepared similarly according to the procedure for the synthesis of 10-bromo-9-fluoro-3-(hydroxy(3-(trifluoromethyl)phenyl)methyl)-5,6-dihydrobenzo[f]imidazo[1,2-d][1,4]oxazepine-2-carboxylic acid. Methyl 10-bromo-3-((3,5-difluorophenyl)(hydroxy)methyl)-9-fluoro-5,6-dihydrobenzo[f]imidazo[1,2-d][1,4]oxazepine-2-carboxylate was reacted with lithium hydroxide to the crude ... The reactants are O=C([O-])[O-], CCO, Cl, Cc1cc(CC#N)ccc1I, [K+], [K+], NO. Product: Cc1cc(CC(N)=NO)ccc1I. RXN SMILES: [C:12](=[O:13])([O-:14])[O-:15].[CH3:21][CH2:22][OH:23].[ClH:18].[I:1][c:2]1[c:3]([CH3:11])[cH:4][c:5]([CH2:8][C:9]#[N:10])[cH:6][cH:7]1.[K+:16].[K+:17].[NH2:19][OH:20]>>[I:1][c:2]1[c:3]([CH3:11])[cH:4][c:5]([CH2:8][C:9]([NH2:10])=[N:19][OH:20])[cH:6][cH:7]1. Reactants: NC1=C(C=CC=2OC(OC21)(F)F)[N+](=O)[O-] (4-amino-2,2-difluoro-5-nitro-1,3-benzodioxole), Cl (hydrogen chloride). Reagents/catalysts: [Pd] (palladium-on-charcoal). The solvent is CO (methanol). Product: Cl.Cl.FC1(OC=2C(O1)=CC=C(C2N)N)F (2,2-difluoro-1,3-benzodioxole-4,5-diamine dihydrochloride). The yield is 97.0%. RXN SMILES: [NH2:1][C:2]1[C:10]2[O:9][C:8]([F:12])([F:11])[O:7][C:6]=2[CH:5]=[CH:4][C:3]=1[N+:13]([O-])=O.[ClH:16]>CO.[Pd]>[ClH:16].[ClH:16].[F:12][C:8]1([F:11])[O:7][C:6]2=[CH:5][CH:4]=[C:3]([NH2:13])[C:2]([NH2:1])=[C:10]2[O:9]1 |f:4.5.6|. Reported procedure: 30 g of 4-amino-2,2-difluoro-5-nitro-1,3-benzodioxole are hydrogenated in 300 ml of methanol on 0.5 g of 10% strength palladium-on-charcoal in a circulatory hydrogenation apparatus under atmospheric pressure and at room temperature, 2.5 equivalents of methanolic hydrogen chloride solution are added, the mixture is filtered, the solution is concentrated in vacuo and isopropanol and ether are added to the residue to give 35 g (97%) of 2,2-difluoro-1,3-benzodioxole-4,5-diamine dihydrochloride of m.... Starting materials: BrC=1C=C2C=CC(=NC2=CC1)O (6-bromoquinolin-2-ol), ICCCCCCC (1-iodoheptane). The reagents and catalysts are C([O-])([O-])=O.[Ag+2] (silver carbonate). Solvent: C1(=CC=CC=C1)C (toluene). Conditions: temperature 110 celsius, time 3 hour. Product: BrC=1C=C2C=CC(=NC2=CC1)OCCCCCCC (6-bromo-2-(heptyloxy)quinoline). RXN SMILES: [Br:1][C:2]1[CH:3]=[C:4]2[C:9](=[CH:10][CH:11]=1)[N:8]=[C:7]([OH:12])[CH:6]=[CH:5]2.I[CH2:14][CH2:15][CH2:16][CH2:17][CH2:18][CH2:19][CH3:20]>C1(C)C=CC=CC=1.C(=O)([O-])[O-].[Ag+2]>[Br:1][C:2]1[CH:3]=[C:4]2[C:9](=[CH:10][CH:11]=1)[N:8]=[C:7]([O:12][CH2:14][CH2:15][CH2:16][CH2:17][CH2:18][CH2:19][CH3:20])[CH:6]=[CH:5]2 |f:3.4|. Procedure: To a mixture of 6-bromoquinolin-2-ol (352 mg 1.57 mmol) and silver carbonate (863 mg, 3.14 mmol, 2.0 eq.) in toluene (20 mL) was added 1-iodoheptane (355 mg, 1.57 mmol, 1.0 eq.) and stirred for 3 h at 110° C. The reaction mixture was evaporated under reduced pressure to remove most of solvent, then filtered, and washed with ethyl acetate. The filtrate was concentrated to give crude the title compound. The crude product was purified by flash chromatography using PE/EA (20/1) as eluent to give pro... The reactants are BrC=1C=CC(=C(C1)NS(=O)(=O)C1=CC=C(C=C1)C)N[C@H](CO)C ((S)-N-(5-bromo-2-(1-hydroxypropan-2-ylamino)phenyl)-4-methylbenzenesulfonamide), C1(=CC=CC=C1)P(C1=CC=CC=C1)C1=CC=CC=C1 (triphenylphosphine), 3-L, N(=NC(=O)OC(C)C)C(=O)OC(C)C (diisopropyl azodicarboxylate). Solvent: C1CCOC1 (THF). Run at temperature 0 celsius, time 1.5 hour. The product is BrC1=CC=C2N[C@H](CN(C2=C1)S(=O)(=O)C1=CC=C(C)C=C1)C ((S)-7-bromo-3-methyl-1-tosyl-1,2,3,4-tetrahydroquinoxaline). Isolated yield 84.0%. Reaction SMILES: [Br:1][C:2]1[CH:3]=[CH:4][C:5]([NH:19][C@@H:20]([CH3:23])[CH2:21]O)=[C:6]([NH:8][S:9]([C:12]2[CH:17]=[CH:16][C:15]([CH3:18])=[CH:14][CH:13]=2)(=[O:11])=[O:10])[CH:7]=1.C1(P(C2C=CC=CC=2)C2C=CC=CC=2)C=CC=CC=1.N(C(OC(C)C)=O)=NC(OC(C)C)=O>C1COCC1>[Br:1][C:2]1[CH:7]=[C:6]2[C:5]([NH:19][C@@H:20]([CH3:23])[CH2:21][N:8]2[S:9]([C:12]2[CH:17]=[CH:16][C:15]([CH3:18])=[CH:14][CH:13]=2)(=[O:11])=[O:10])=[CH:4][CH:3]=1. Procedure: A 3-L, three-necked, round bottomed flask fitted with a nitrogen inlet, overhead stirrer, and thermocouple was charged with (S)-N-(5-bromo-2-(1-hydroxypropan-2-ylamino)phenyl)-4-methylbenzenesulfonamide (77.0 g, 193 mmol), THF (1925 mL), and triphenylphosphine (60.7 g, 231 mmol). The solution was cooled to 0° C., and diisopropyl azodicarboxylate (DIAD) (41.2 mL, 212 mmol) was slowly added while maintaining the internal temperature below 7° C. The reaction mixture stirred at 0° C. for 1.5 h and w... The product is CCOC(=O)c1cc2ccc(Cl)cc2n1C(C)C#N. Reactants: CC(Br)C#N, CCOC(=O)c1cc2ccc(Cl)cc2[nH]1, CN(C)C=O, [H-], [Na+]. Reaction SMILES: [Br:18][CH:19]([C:20]#[N:21])[CH3:22].[CH2:3]([CH3:4])[O:5][C:6](=[O:7])[c:8]1[nH:9][c:10]2[cH:11][c:12]([Cl:17])[cH:13][cH:14][c:15]2[cH:16]1.[CH3:23][N:24]([CH3:25])[CH:26]=[O:27].[H-:1].[Na+:2]>>[CH2:3]([CH3:4])[O:5][C:6](=[O:7])[c:8]1[n:9]([CH:19]([C:20]#[N:21])[CH3:22])[c:10]2[cH:11][c:12]([Cl:17])[cH:13][cH:14][c:15]2[cH:16]1. The product is COC(COC1=CC=C(C=C1)S(=O)(=O)NC1=CC=C(C=C1)N1CCC(CC1)NC[C@@H](C1=CC(=C(C=C1)O)NS(=O)(=O)C)O)=O (Methyl{4-[(4-{4-[((2R)-2-hydroxy-2-{4-hydroxy-3-[(methylsulfonyl)amino]-phenyl]ethyl)amino]-1-piperidineyl}anilino)sulfonyl]phenoxy}acetate). The reactants are COC(COC1=CC=C(C=C1)S(NC1=CC=C(C=C1)N1CCC(CC1)=O)(=O)=O)=O ({4-[4-(4-Oxo-piperidine-1-yl)-phenylsulfamoyl]-phenoxy}-acetic acid methyl ester), NC[C@H](O)C=1C=CC(=C(C1)NS(=O)(=O)C)O (N-[5-((1R)-2-amino-1-hydroxy-ethyl)-2-hydroxy-phenyl]-methanesulfonamide). Procedure: The title compound was prepared from {4-[4-(4-oxo-piperidine-1-yl)-phenylsulfamoyl]-phenoxy}-acetic acid methyl ester (which was obtained in Example 232) and N-[5-((1R)-2-amino-1-hydroxy-ethyl)-2-hydroxy-phenyl]-methanesulfonamide (which was obtained in Example 10) according to the procedure of Example 278 as an off-white solid; 1H NMR (300 MHz, DMSO-d6) δ 1.20-1.40 (m, 2H), 1.75-1.90 (m, 2H), 2.50-2.80 (m, 5H), 2.92 (s, 3H), 3.65-3.75 (m, 2H), 3.67 (s, 3H), 4.47 (dd, J=8.0, 4.1 Hz, 1H), 4.87 (s... RXN SMILES: [CH3:1][O:2][C:3](=[O:29])[CH2:4][O:5][C:6]1[CH:11]=[CH:10][C:9]([S:12](=[O:28])(=[O:27])[NH:13][C:14]2[CH:19]=[CH:18][C:17]([N:20]3[CH2:25][CH2:24][C:23](=O)[CH2:22][CH2:21]3)=[CH:16][CH:15]=2)=[CH:8][CH:7]=1.[NH2:30][CH2:31][C@@H:32]([C:34]1[CH:35]=[CH:36][C:37]([OH:45])=[C:38]([NH:40][S:41]([CH3:44])(=[O:43])=[O:42])[CH:39]=1)[OH:33]>>[CH3:1][O:2][C:3](=[O:29])[CH2:4][O:5][C:6]1[CH:11]=[CH:10][C:9]([S:12]([NH:13][C:14]2[CH:15]=[CH:16][C:17]([N:20]3[CH2:21][CH2:22][CH:23]([NH:30][CH2:31][C@H:32]([OH:33])[C:34]4[CH:35]=[CH:36][C:37]([OH:45])=[C:38]([NH:40][S:41]([CH3:44])(=[O:43])=[O:42])[CH:39]=4)[CH2:24][CH2:25]3)=[CH:18][CH:19]=2)(=[O:28])=[O:27])=[CH:8][CH:7]=1. The reactants are Br, COc1cc(SC)ccc1C(=O)O, COCCn1c(C)c(C)sc1=N. Product: COCCn1c(C)c(C)sc1=NC(=O)c1ccc(SC)cc1OC. RXN SMILES: [BrH:1].[CH3:14][O:15][c:16]1[c:17]([C:18](=[O:19])[OH:20])[cH:21][cH:22][c:23]([S:25][CH3:26])[cH:24]1.[CH3:2][O:3][CH2:4][CH2:5][n:6]1[c:7](=[NH:13])[s:8][c:9]([CH3:12])[c:10]1[CH3:11]>>[CH3:2][O:3][CH2:4][CH2:5][n:6]1[c:7](=[N:13][C:18]([c:17]2[c:16]([O:15][CH3:14])[cH:24][c:23]([S:25][CH3:26])[cH:22][cH:21]2)=[O:19])[s:8][c:9]([CH3:12])[c:10]1[CH3:11]. Reactants: O=C1CCC(=O)N1Br, CCOC(=O)c1coc(C)n1, ClC(Cl)(Cl)Cl. The product is CCOC(=O)c1coc(CBr)n1. Reaction SMILES: [Br:12][N:13]1[C:14](=[O:15])[CH2:16][CH2:17][C:18]1=[O:19].[CH2:1]([CH3:2])[O:3][C:4](=[O:5])[c:6]1[n:7][c:8]([CH3:11])[o:9][cH:10]1.[Cl:20][C:21]([Cl:22])([Cl:23])[Cl:24]>>[CH2:1]([CH3:2])[O:3][C:4](=[O:5])[c:6]1[n:7][c:8]([CH2:11][Br:12])[o:9][cH:10]1. Reactants: CC(C)(C)OC(=O)N1Cc2cc3c(cc2CC1C(=O)O)OCC(c1ccc(OCc2ccc(Cl)c(Cl)c2)cc1)O3, COC(=O)C(N)Cc1ccc(-c2ccnc(C)c2C)cc1, Cl, Cl. Product: COC(=O)C(Cc1ccc(-c2ccnc(C)c2C)cc1)NC(=O)C1Cc2cc3c(cc2CN1C(=O)OC(C)(C)C)OC(c1ccc(OCc2ccc(Cl)c(Cl)c2)cc1)CO3. Reaction SMILES: [C:1]([CH3:2])([CH3:3])([CH3:4])[O:5][C:6](=[O:7])[N:8]1[CH2:9][c:10]2[cH:11][c:12]3[c:13]([cH:14][c:15]2[CH2:16][CH:17]1[C:18](=[O:19])[OH:20])[O:21][CH2:22][CH:23]([c:25]1[cH:26][cH:27][c:28]([O:31][CH2:32][c:33]2[cH:34][c:35]([Cl:40])[c:36]([Cl:39])[cH:37][cH:38]2)[cH:29][cH:30]1)[O:24]3.[CH3:43][O:44][C:45]([CH:46]([CH2:47][c:48]1[cH:49][cH:50][c:51](-[c:54]2[c:55]([CH3:61])[c:56]([CH3:60])[n:57][cH:58][cH:59]2)[cH:52][cH:53]1)[NH2:62])=[O:63].[ClH:41].[ClH:42]>>[C:1]([CH3:2])([CH3:3])([CH3:4])[O:5][C:6](=[O:7])[N:8]1[CH2:9][c:10]2[cH:11][c:12]3[c:13]([cH:14][c:15]2[CH2:16][CH:17]1[C:18](=[O:19])[NH:62][CH:46]([C:45]([O:44][CH3:43])=[O:63])[CH2:47][c:48]1[cH:49][cH:50][c:51](-[c:54]2[c:55]([CH3:61])[c:56]([CH3:60])[n:57][cH:58][cH:59]2)[cH:52][cH:53]1)[O:21][CH2:22][CH:23]([c:25]1[cH:26][cH:27][c:28]([O:31][CH2:32][c:33]2[cH:34][c:35]([Cl:40])[c:36]([Cl:39])[cH:37][cH:38]2)[cH:29][cH:30]1)[O:24]3.